From a dataset of the Open Reaction Database (ORD), a public repository of structured organic reaction records. describe an organic reaction: reactants, conditions, products, and yield Starting materials: C1C(CCN2CCCCC12)COC(=O)C1=CNC2=CC=CC=C12 (quinolizidin-2-ylmethylindole-3-carboxylate), CC(C)([O-])C.[K+] (potassium t-butoxide), C(=O)([O-])[O-].[Na+].[Na+] (Na2CO3), IC(C)C (2-iodopropane). The solvent is C1CCOC1 (THF). Reaction conditions: time 20 minute. Product: C1C(CCN2CCCCC12)COC(=O)C1=CN(C2=CC=CC=C12)C(C)C (Quinolizidin-2-ylmethyl-1-isopropylindole-3-carboxylate). The yield is 62.7%. As a reaction SMILES: [CH2:1]1[CH:10]2[N:5]([CH2:6][CH2:7][CH2:8][CH2:9]2)[CH2:4][CH2:3][CH:2]1[CH2:11][O:12][C:13]([C:15]1[C:23]2[C:18](=[CH:19][CH:20]=[CH:21][CH:22]=2)[NH:17][CH:16]=1)=[O:14].[CH3:24][C:25](C)([O-])[CH3:26].[K+].IC(C)C.C([O-])([O-])=O.[Na+].[Na+]>C1COCC1>[CH2:1]1[CH:10]2[N:5]([CH2:6][CH2:7][CH2:8][CH2:9]2)[CH2:4][CH2:3][CH:2]1[CH2:11][O:12][C:13]([C:15]1[C:23]2[C:18](=[CH:19][CH:20]=[CH:21][CH:22]=2)[N:17]([CH:25]([CH3:26])[CH3:24])[CH:16]=1)=[O:14] |f:1.2,4.5.6|. Procedure: A solution of eq-quinolizidin-2-ylmethylindole-3-carboxylate (E9b) (320 mg, 1.08 mmole) in dry THF (15 ml) at room temperature under nitrogen was treated with potassium t-butoxide (125 mg, 1.1 mmole) and stirred for 20 minutes. The solution was then treated with 2-iodopropane (0.11 ml, 1.1 mmole) and stirred for 18 h. The reaction mixture was treated with 10% Na2CO3 solution (25 ml) and extracted with ethyl acetate (2×50 ml). The combined extracts were dried (Na2SO4), concentrated in vacuo and t... The reactants are ClC1=C(C=O)C=C(C=C1)[N+](=O)[O-] (2-chloro-5-nitrobenzaldehyde), C(C)(=O)O (acetic acid), [OH-].[Na+] (NaOH), C(CC)=O (propionaldehyde). Run in CO (methanol), O (water). Run at time 2 day. The product is ClC1=C(C=C(C=O)C)C=C(C=C1)[N+](=O)[O-] (2-Chloro-5-nitro-α-methylcinnamaldehyde). The yield is 78.0%. Reaction SMILES: [OH-].[Na+].[Cl:3][C:4]1[CH:11]=[CH:10][C:9]([N+:12]([O-:14])=[O:13])=[CH:8][C:5]=1[CH:6]=O.[CH:15](=[O:18])[CH2:16][CH3:17].C(O)(=O)C>O.CO>[Cl:3][C:4]1[CH:11]=[CH:10][C:9]([N+:12]([O-:14])=[O:13])=[CH:8][C:5]=1[CH:6]=[C:16]([CH3:17])[CH:15]=[O:18] |f:0.1|. Procedure details: 4 g of NaOH dissolved in 20 ml of water were added to a suspension of 185.5 g (1 mole) of 2-chloro-5-nitrobenzaldehyde in 500 ml of methanol, after which 70 g (1.2 moles) of propionaldehyde were added dropwise while cooling to 10°-15° C. The mixture was stirred for 2 days at room temperature and then neutralized with glacial acetic acid, and the precipitated solid was isolated by filtration under suction, washed with water and dried at 50° C. under reduced pressure to give the product of melting... Reactants: BrC=1C=C(OC2=CC=C(C=C2)C2=NC3=C(N2C2CCCCC2)C=CC(=C3)C(=O)OCC)C=CC1 (ethyl 2-[4-(3-bromophenoxy)phenyl]-1-cyclohexylbenzimidazole-5-carboxylate), ClC=1C=C(C=CC1)B(O)O (3-chlorophenylboronic acid). The product is ClC=1C=C(C=CC1)C=1C=C(OC2=CC=C(C=C2)C2=NC3=C(N2C2CCCCC2)C=CC(=C3)C(=O)OCC)C=CC1 (ethyl 2-{4-[3-(3-chlorophenyl)phenoxy]phenyl}-1-cyclohexylbenzimidazole-5-carboxylate). Yield: 85.6%. Reaction SMILES: Br[C:2]1[CH:3]=[C:4]([CH:32]=[CH:33][CH:34]=1)[O:5][C:6]1[CH:11]=[CH:10][C:9]([C:12]2[N:16]([CH:17]3[CH2:22][CH2:21][CH2:20][CH2:19][CH2:18]3)[C:15]3[CH:23]=[CH:24][C:25]([C:27]([O:29][CH2:30][CH3:31])=[O:28])=[CH:26][C:14]=3[N:13]=2)=[CH:8][CH:7]=1.[Cl:35][C:36]1[CH:37]=[C:38](B(O)O)[CH:39]=[CH:40][CH:41]=1>>[Cl:35][C:36]1[CH:41]=[C:40]([C:2]2[CH:3]=[C:4]([CH:32]=[CH:33][CH:34]=2)[O:5][C:6]2[CH:11]=[CH:10][C:9]([C:12]3[N:16]([CH:17]4[CH2:18][CH2:19][CH2:20][CH2:21][CH2:22]4)[C:15]4[CH:23]=[CH:24][C:25]([C:27]([O:29][CH2:30][CH3:31])=[O:28])=[CH:26][C:14]=4[N:13]=3)=[CH:8][CH:7]=2)[CH:39]=[CH:38][CH:37]=1. Procedure details: Ethyl 2-[4-(3-bromophenoxy)phenyl]-1-cyclohexylbenzimidazole-5-carboxylate (65 g) obtained in Example 1 and 3-chlorophenylboronic acid (23 g) were treated in the same manner as in Example 5 to give the title compound (59 g, yield 85%). RXN SMILES: [CH:1]([C:4]1[CH:5]=[C:6]([CH:9]=[C:10]([CH:14]([CH3:16])[CH3:15])[C:11]=1[O:12][CH3:13])[CH:7]=O)([CH3:3])[CH3:2].[CH3:17][O:18][C:19]1[CH:27]=[C:26]2[C:22]([CH2:23][C:24](=[O:28])[NH:25]2)=[CH:21][CH:20]=1>>[CH:1]([C:4]1[CH:5]=[C:6]([CH:9]=[C:10]([CH:14]([CH3:16])[CH3:15])[C:11]=1[O:12][CH3:13])[CH:7]=[C:23]1[C:22]2[C:26](=[CH:27][C:19]([O:18][CH3:17])=[CH:20][CH:21]=2)[NH:25][C:24]1=[O:28])([CH3:3])[CH3:2]. Product: C(C)(C)C=1C=C(C=C2C(NC3=CC(=CC=C23)OC)=O)C=C(C1OC)C(C)C (3-(3,5-diisopropyl-4-methoxybenzylidene)-6-methoxy-1,3-dihydroindol-2-one). The reactants are C(C)(C)C=1C=C(C=O)C=C(C1OC)C(C)C (3,5-Diisopropyl-4-methoxybenzaldehyde), COC1=CC=C2CC(NC2=C1)=O (6-methoxy-2-oxindole). Reported procedure: 3,5-Diisopropyl-4-methoxybenzaldehyde was condensed with 6-methoxy-2-oxindole to give 0.3 g of 3-(3,5-diisopropyl-4-methoxybenzylidene)-6-methoxy-1,3-dihydroindol-2-one as a yellow-orange solid. The reactants are C1(=CC=CC=C1)C(C(=O)Cl)C1=CC=CC=C1 (diphenylacetyl chloride), C1(CC1)N (cyclopropylamine). Yields the product C1(CC1)NC(C(C1=CC=CC=C1)C1=CC=CC=C1)=O (N-Cyclopropyl-2,2-diphenyl-acetamide). RXN SMILES: [C:1]1([CH:7]([C:11]2[CH:16]=[CH:15][CH:14]=[CH:13][CH:12]=2)[C:8](Cl)=[O:9])[CH:6]=[CH:5][CH:4]=[CH:3][CH:2]=1.[CH:17]1([NH2:20])[CH2:19][CH2:18]1>>[CH:17]1([NH:20][C:8](=[O:9])[CH:7]([C:11]2[CH:16]=[CH:15][CH:14]=[CH:13][CH:12]=2)[C:1]2[CH:6]=[CH:5][CH:4]=[CH:3][CH:2]=2)[CH2:19][CH2:18]1. Procedure details: The title compound, white solid, m.p. 292° C. and MS: m/e=251 (M+) was prepared in accordance with the general method of example 1 from diphenylacetyl chloride and cyclopropylamine. The reactants are NC=1N=CN(C1C(=O)N)CCCC1=CC=CC=C1 (4-amino-1-(3-phenylpropyl)-5-imidazolecarboxamide), FC1=C(C(=O)Cl)C=CC=C1 (2-fluorobenzoyl chloride). Yields the product FC1=C(C(=O)NC=2N=CN(C2C(=O)N)CCCC2=CC=CC=C2)C=CC=C1 (4-(2-fluorobenzoylamino)-1-(3-phenylpropyl)-5-imidazolecarboxamide). The yield is 88.0%. As a reaction SMILES: [NH2:1][C:2]1[N:3]=[CH:4][N:5]([CH2:10][CH2:11][CH2:12][C:13]2[CH:18]=[CH:17][CH:16]=[CH:15][CH:14]=2)[C:6]=1[C:7]([NH2:9])=[O:8].[F:19][C:20]1[CH:28]=[CH:27][CH:26]=[CH:25][C:21]=1[C:22](Cl)=[O:23]>>[F:19][C:20]1[CH:28]=[CH:27][CH:26]=[CH:25][C:21]=1[C:22]([NH:1][C:2]1[N:3]=[CH:4][N:5]([CH2:10][CH2:11][CH2:12][C:13]2[CH:18]=[CH:17][CH:16]=[CH:15][CH:14]=2)[C:6]=1[C:7]([NH2:9])=[O:8])=[O:23]. Reported procedure: An amidation reaction and post-treatment were carried out following the conditions of Example 22 using 1.50 g (6.14 mmol) of 4-amino-1-(3-phenylpropyl)-5-imidazolecarboxamide which was prepared in the same manner as in Example 114 and 2-fluorobenzoyl chloride instead of benzoyl chloride to obtain 1.97 g of 4-(2-fluorobenzoylamino)-1-(3-phenylpropyl)-5-imidazolecarboxamide (yield 88%). Starting materials: CC1(C)CCNc2ccccc21, ClC(Cl)Cl, O=[N+]([O-])c1ccccc1F, Cc1cc(C)nc(C)c1. Yields the product CC1(C)CCN(c2ccccc2[N+](=O)[O-])c2ccccc21. Reaction SMILES: [CH3:1][C:2]1([CH3:12])[CH2:3][CH2:4][NH:5][c:6]2[cH:7][cH:8][cH:9][cH:10][c:11]21.[Cl:32][CH:33]([Cl:34])[Cl:35].[F:13][c:14]1[c:15]([N+:20](=[O:21])[O-:22])[cH:16][cH:17][cH:18][cH:19]1.[n:23]1[c:24]([CH3:25])[cH:26][c:27]([CH3:28])[cH:29][c:30]1[CH3:31]>>[CH3:1][C:2]1([CH3:12])[CH2:3][CH2:4][N:5]([c:14]2[c:15]([N+:20](=[O:21])[O-:22])[cH:16][cH:17][cH:18][cH:19]2)[c:6]2[cH:7][cH:8][cH:9][cH:10][c:11]21.